Dataset: the Open Reaction Database (ORD), a public repository of structured organic reaction records. Task: describe an organic reaction: reactants, conditions, products, and yield The reactants are CC(C)(C)NC1CCCCC1, Cl, O=N[O-], [Na+], O. Product: CC(C)(C)N(N=O)C1CCCCC1. Reaction SMILES: [C:2]([CH3:3])([CH3:4])([CH3:5])[NH:6][CH:7]1[CH2:8][CH2:9][CH2:10][CH2:11][CH2:12]1.[ClH:1].[N:13](=[O:14])[O-:15].[Na+:16].[OH2:17]>>[C:2]([CH3:3])([CH3:4])([CH3:5])[N:6]([CH:7]1[CH2:8][CH2:9][CH2:10][CH2:11][CH2:12]1)[N:13]=[O:14]. The reactants are C(C)OC(C(\C=C(\CBr)/C)NC=O)=O (E-5-bromo-2-formylamino-4-methyl-3-pentenoic acid ethyl ester), ClCCOP(OCCCl)OCCCl (tris-(2-chloroethyl)-phosphite). Yields the product C(C)OC(C(\C=C(\CP(=O)(OCCCl)OCCCl)/C)NC=O)=O (E-2-formylamino-4-methyl-5-di(2-chloroethyl)phosphono-3-pentenoic acid ethyl ester). RXN SMILES: [CH2:1]([O:3][C:4](=[O:14])[CH:5]([NH:11][CH:12]=[O:13])/[CH:6]=[C:7](\[CH3:10])/[CH2:8]Br)[CH3:2].[Cl:15][CH2:16][CH2:17][O:18][P:19]([O:24]CCCl)[O:20][CH2:21][CH2:22][Cl:23]>>[CH2:1]([O:3][C:4](=[O:14])[CH:5]([NH:11][CH:12]=[O:13])/[CH:6]=[C:7](\[CH3:10])/[CH2:8][P:19]([O:20][CH2:21][CH2:22][Cl:23])([O:18][CH2:17][CH2:16][Cl:15])=[O:24])[CH3:2]. Procedure: 8.2 g of E-5-bromo-2-formylamino-4-methyl-3-pentenoic acid ethyl ester and 19 ml of tris-(2-chloroethyl)-phosphite are stirred at a bath temperature of 70° for 20 hours. The resulting mixture is chromatographed on silica gel using ethyl acetate and ethyl acetate/isopropanol (7:1) as eluant, and the product is crystallised from ethyl acetate/diethyl ether. In this manner there is obtained E-2-formylamino-4-methyl-5-di(2-chloroethyl)phosphono-3-pentenoic acid ethyl ester, m.p. 47°-49°. Starting materials: ClC=1C(=CC2=C(C(CO2)=O)C1)N1CCCCC1 (5-chloro-6-(piperidin-1-yl)-benzofuran-3(2H)-one), [Mg] (magnesium), CI (methyl iodide). Solvent: CCOCC (ether), CCOCC (ether). The product is ClC=1C(=CC2=C(C(CO2)(C)O)C1)N1CCCCC1 (5-chloro-3-hydroxy-3-methyl-6-(piperidin-1-yl)-2,3-dihydrobenzofuran). RXN SMILES: [Cl:1][C:2]1[C:3]([N:12]2[CH2:17][CH2:16][CH2:15][CH2:14][CH2:13]2)=[CH:4][C:5]2[O:9][CH2:8][C:7](=[O:10])[C:6]=2[CH:11]=1.[Mg].[CH3:19]I>CCOCC>[Cl:1][C:2]1[C:3]([N:12]2[CH2:17][CH2:16][CH2:15][CH2:14][CH2:13]2)=[CH:4][C:5]2[O:9][CH2:8][C:7]([OH:10])([CH3:19])[C:6]=2[CH:11]=1. Reported procedure: A solution of 5.03 g (20.0 mmole) of crude 5-chloro-6-(piperidin-1-yl)-benzofuran-3(2H)-one in 30 ml of absolute ether is added dropwise at room temperature to a freshly prepared Grignard solution of 750 mg (30.8 mmole) of magnesium filings and 4.0 g (28.2 mmole) of methyl iodide in 30 ml of absolute ether. The whole is subsequently boiled under reflux for 45 minutes and poured onto ice/ammonium chloride. The ether phase is separated off and the aqueous phase is extracted twice more with ether. ...